From a dataset of the Open Reaction Database (ORD), a public repository of structured organic reaction records. describe an organic reaction: reactants, conditions, products, and yield Starting materials: N#CCBr, COC(=O)C(Cc1ccc(-c2ccccc2O)cc1)NC(=O)c1c(Cl)cccc1Cl. The product is COC(=O)C(Cc1ccc(-c2ccccc2OCC#N)cc1)NC(=O)c1c(Cl)cccc1Cl. As a reaction SMILES: [Br:31][CH2:32][C:33]#[N:34].[CH3:1][O:2][C:3]([CH:4]([NH:5][C:6]([c:7]1[c:8]([Cl:14])[cH:9][cH:10][cH:11][c:12]1[Cl:13])=[O:15])[CH2:16][c:17]1[cH:18][cH:19][c:20](-[c:23]2[c:24]([OH:29])[cH:25][cH:26][cH:27][cH:28]2)[cH:21][cH:22]1)=[O:30]>>[CH3:1][O:2][C:3]([CH:4]([NH:5][C:6]([c:7]1[c:8]([Cl:14])[cH:9][cH:10][cH:11][c:12]1[Cl:13])=[O:15])[CH2:16][c:17]1[cH:18][cH:19][c:20](-[c:23]2[c:24]([O:29][CH2:32][C:33]#[N:34])[cH:25][cH:26][cH:27][cH:28]2)[cH:21][cH:22]1)=[O:30]. The reactants are CCO, CC(C)(C)NC(=O)C1CC2CCCCC2CN1CC(O)C(Cc1ccccc1)N=[N+]=[N-]. Product: CC(C)(C)NC(=O)C1CC2CCCCC2CN1CC(O)C(N)Cc1ccccc1. Reaction SMILES: [CH3:32][CH2:33][OH:34].[N:1](=[N+:2]=[N-:3])[CH:4]([CH:5]([CH2:6][N:7]1[CH2:8][CH:9]2[CH2:10][CH2:11][CH2:12][CH2:13][CH:14]2[CH2:15][CH:16]1[C:17](=[O:18])[NH:19][C:20]([CH3:21])([CH3:22])[CH3:23])[OH:24])[CH2:25][c:26]1[cH:27][cH:28][cH:29][cH:30][cH:31]1>>[NH2:1][CH:4]([CH:5]([CH2:6][N:7]1[CH2:8][CH:9]2[CH2:10][CH2:11][CH2:12][CH2:13][CH:14]2[CH2:15][CH:16]1[C:17](=[O:18])[NH:19][C:20]([CH3:21])([CH3:22])[CH3:23])[OH:24])[CH2:25][c:26]1[cH:27][cH:28][cH:29][cH:30][cH:31]1. The reactants are FC(OC1=CC=C(C=C1)C=1C=CC=2N(C1)C(NN2)=O)(F)F (6-(4-(trifluoromethoxy)phenyl)-[1,2,4]triazolo[4,3-a]pyridin-3(2H)-one), ClCC1=NC(=NO1)C (5-(chloromethyl)-3-methyl-1,2,4-oxadiazole), C([O-])([O-])=O.[K+].[K+] (potassium carbonate). Run in CC(=O)N(C)C (DMA). Reaction conditions: temperature 110 celsius. Yields the product CC1=NOC(=N1)CN1N=C2N(C=C(C=C2)C2=CC=C(C=C2)OC(F)(F)F)C1=O (2-((3-methyl-1,2,4-oxadiazol-5-yl)methyl)-6-(4-(trifluoromethoxy)phenyl)-[1,2,4]triazolo[4,3-a]pyridin-3(2H)-one). As a reaction SMILES: [F:1][C:2]([F:21])([F:20])[O:3][C:4]1[CH:9]=[CH:8][C:7]([C:10]2[CH:11]=[CH:12][C:13]3[N:14]([C:16](=[O:19])[NH:17][N:18]=3)[CH:15]=2)=[CH:6][CH:5]=1.Cl[CH2:23][C:24]1[O:28][N:27]=[C:26]([CH3:29])[N:25]=1.C(=O)([O-])[O-].[K+].[K+]>CC(N(C)C)=O>[CH3:29][C:26]1[N:25]=[C:24]([CH2:23][N:17]2[C:16](=[O:19])[N:14]3[CH:15]=[C:10]([C:7]4[CH:6]=[CH:5][C:4]([O:3][C:2]([F:1])([F:20])[F:21])=[CH:9][CH:8]=4)[CH:11]=[CH:12][C:13]3=[N:18]2)[O:28][N:27]=1 |f:2.3.4|. Procedure details: A mixture of 90 mg 6-(4-(trifluoromethoxy)phenyl)-[1,2,4]triazolo[4,3-a]pyridin-3(2H)-one (0.30 mmol), 40 mg 5-(chloromethyl)-3-methyl-1,2,4-oxadiazole (0.30 mmol) and 23 mg potassium carbonate (0.17 mmol) in 2 mL DMA was heated at 110° C. for 2 h. The reaction mixture was then filtered and the filtrate concentrated. The residue was column purified on 12 g silica, eluting with 36 mL 5% ethyl acetate in hexanes, then 5-50% over 60 mL, and then 50% 120 mL. 2-((3-methyl-1,2,4-oxadiazol-5-yl)methyl)... Reactants: ClC=1C=C(C(=O)OO)C=CC1 (3-chloroperoxybenzoic acid), C(C)SC1=C(C=CC(=C1)SC(F)(F)F)C1=NC=2C(=NC=C(C2)C(C(F)(F)F)(F)F)N1C (2-(2-ethylsulfanyl-4-trifluoromethylsulfanylphenyl)3-methyl-6-pentafluoroethyl-3H-imidazo[4,5-b]pyridine), C([O-])(O)=O.[Na+] (sodium bicarbonate), S(=S)(=O)([O-])[O-].[Na+].[Na+] (sodium thiosulfate). The solvent is C(Cl)(Cl)Cl (chloroform). Conditions: time 2 hour. Product: C(C)S(=O)(=O)C1=C(C=CC(=C1)SC(F)(F)F)C1=NC=2C(=NC=C(C2)C(C(F)(F)F)(F)F)N1C (2-(2-ethylsulfonyl-4-trifluoromethylsulfanylphenyl)3-methyl-6-pentafluoroethyl-3H-imidazo[4,5-b]pyridine). RXN SMILES: Cl[C:2]1C=C(C=C[CH:11]=1)C(OO)=O.C(S[C:15]1[CH:20]=[C:19]([S:21][C:22]([F:25])([F:24])[F:23])[CH:18]=[CH:17][C:16]=1[C:26]1[N:41]([CH3:42])[C:29]2=[N:30][CH:31]=[C:32]([C:34]([F:40])([F:39])[C:35]([F:38])([F:37])[F:36])[CH:33]=[C:28]2[N:27]=1)C.C(=O)(O)[O-].[Na+].[S:48]([O-:52])([O-])(=[O:50])=S.[Na+].[Na+]>C(Cl)(Cl)Cl>[CH2:2]([S:48]([C:15]1[CH:20]=[C:19]([S:21][C:22]([F:23])([F:25])[F:24])[CH:18]=[CH:17][C:16]=1[C:26]1[N:41]([CH3:42])[C:29]2=[N:30][CH:31]=[C:32]([C:34]([F:40])([F:39])[C:35]([F:36])([F:37])[F:38])[CH:33]=[C:28]2[N:27]=1)(=[O:52])=[O:50])[CH3:11] |f:2.3,4.5.6|. Procedure details: 0.19 g of 3-chloroperoxybenzoic acid (purity of 65% or more) was added to a mixture of 0.19 g of 2-(2-ethylsulfanyl-4-trifluoromethylsulfanylphenyl)3-methyl-6-pentafluoroethyl-3H-imidazo[4,5-b]pyridine and 3 ml of chloroform under ice cooling, and then the mixture was stirred under ice cooling for 2 hours. A saturated aqueous sodium bicarbonate solution and a saturated aqueous sodium thiosulfate solution were added to the reaction mixture, and the mixture was extracted with ethyl acetate. The or... The product is BrC1=C(C=C(C(=O)OCC)C=C1)O (ethyl 4-bromo-3-hydroxybenzoate). Procedure details: 4-Bromo-3-hydroxybenzoic acid (100 mg) was dissolved in absolute ethanol (10 ml) and concentrated sulfuric acid (60 μl) added. The reaction was heated at reflux under nitrogen for 22 hours. The solvent was evaporated and the residue was partitioned between ethyl acetate/chloroform (1:1) and water. The organic layers were combined, dried using a hydrophobic filter and the solvent evaporated leaving ethyl 4-bromo-3-hydroxybenzoate as a white solid (109 mg). The reactants are BrC1=C(C=C(C(=O)O)C=C1)O (4-Bromo-3-hydroxybenzoic acid), C(C)O (ethanol), S(O)(O)(=O)=O (sulfuric acid). Reaction SMILES: [Br:1][C:2]1[CH:10]=[CH:9][C:5]([C:6]([OH:8])=[O:7])=[CH:4][C:3]=1[OH:11].S(=O)(=O)(O)O.[CH2:17](O)[CH3:18]>>[Br:1][C:2]1[CH:10]=[CH:9][C:5]([C:6]([O:8][CH2:17][CH3:18])=[O:7])=[CH:4][C:3]=1[OH:11]. The reactants are C(C)(C)(C)OC(NC1=C(C=CC(=C1)Br)NC(=O)OC(C)(C)C)=O ((5-bromo-2-tert-butoxycarbonylamino-phenyl)-carbamic acid tert-butyl ester), C(C)(C)(C)NS(=O)(=O)C1=C(C=CC=C1)B(O)O (2-(tert-butylaminosulfonyl)-phenyl boronic acid), C(=O)([O-])[O-].[Na+].[Na+] (Na2CO3). The reagents and catalysts are Cl[Pd]Cl.C1=CC=C(C=C1)P([C-]2C=CC=C2)C3=CC=CC=C3.C1=CC=C(C=C1)P([C-]2C=CC=C2)C3=CC=CC=C3.[Fe+2] (PdCl2 dppf). Solvent: COCCOC (1,2-dimethoxyethane). Yields the product C(C)(C)(C)OC(NC1=C(C=CC(=C1)C1=C(C=CC=C1)S(=O)(=O)NC(C)(C)C)NC(=O)OC(C)(C)C)=O (2-tert-butoxycarbonylamino-5-(2-tert-butylaminosulfonyl-phenyl)-phenyl carbamic acid tert-butyl ester). The yield is 100.9%. RXN SMILES: [C:1]([O:5][C:6](=[O:23])[NH:7][C:8]1[CH:13]=[C:12](Br)[CH:11]=[CH:10][C:9]=1[NH:15][C:16]([O:18][C:19]([CH3:22])([CH3:21])[CH3:20])=[O:17])([CH3:4])([CH3:3])[CH3:2].[C:24]([NH:28][S:29]([C:32]1[CH:37]=[CH:36][CH:35]=[CH:34][C:33]=1B(O)O)(=[O:31])=[O:30])([CH3:27])([CH3:26])[CH3:25].C([O-])([O-])=O.[Na+].[Na+]>COCCOC.Cl[Pd]Cl.C1C=CC(P(C2C=CC=CC=2)[C-]2C=CC=C2)=CC=1.C1C=CC(P(C2C=CC=CC=2)[C-]2C=CC=C2)=CC=1.[Fe+2]>[C:1]([O:5][C:6](=[O:23])[NH:7][C:8]1[CH:13]=[C:12]([C:33]2[CH:34]=[CH:35][CH:36]=[CH:37][C:32]=2[S:29]([NH:28][C:24]([CH3:27])([CH3:26])[CH3:25])(=[O:30])=[O:31])[CH:11]=[CH:10][C:9]=1[NH:15][C:16]([O:18][C:19]([CH3:22])([CH3:21])[CH3:20])=[O:17])([CH3:4])([CH3:3])[CH3:2] |f:2.3.4,6.7.8.9|. Procedure details: A solution of (5-bromo-2-tert-butoxycarbonylamino-phenyl)-carbamic acid tert-butyl ester (4.0 g, 10.3 mmol), 2-(tert-butylaminosulfonyl)-phenyl boronic acid (5.3 g; 20.6 mmol), PdCl2 dppf (1.7 g, 0.20 mmol) and 1M Na2CO3 solution (83 mL, 82.7 mmol) in 1,2-dimethoxyethane was heated to 90° C. for 12 h under inert atmosphere. The reaction mixture was cooled to room temperature and concentrated under reduced pressure. The residue was purified by chromatography (silica, EtOAc: hexanes, 3:7) to affor...